From a dataset of the Open Reaction Database (ORD), a public repository of structured organic reaction records. describe an organic reaction: reactants, conditions, products, and yield Reactants: C(C)OC=1C=C(C(=C(C1)N(C1=CC=C(C#N)C=C1)CC1=NNC=C1)F)OC(C)C (4-((5-ethoxy-2-fluoro-3-isopropoxyphenyl)(1H-pyrazol-3-yl)methylamino)benzonitrile), 3A, TEA, N1=CC=CC=C1 (pyridine), C1(=CC=CC=C1)B(O)O (phenylboronic acid), B(O)O (boronic acid). Reagents/catalysts: CC(=O)[O-].CC(=O)[O-].[Cu+2] (Cu(OAc)2). Run in C(Cl)Cl (CH2Cl2), CCOC(=O)C (EtOAc). Run at time 5.5 hour. Yields the product C(C)OC=1C=C(C(=C(C1)N(C1=CC=C(C#N)C=C1)CC1=NN(C=C1)C1=CC=CC=C1)F)OC(C)C (4-((5-ethoxy-2-fluoro-3-isopropoxyphenyl)(1-phenyl-1H-pyrazol-3-yl)methylamino)benzonitrile). The yield is 71.0%. Reaction SMILES: [CH2:1]([O:3][C:4]1[CH:5]=[C:6]([O:26][CH:27]([CH3:29])[CH3:28])[C:7]([F:25])=[C:8]([N:10]([CH2:19][C:20]2[CH:24]=[CH:23][NH:22][N:21]=2)[C:11]2[CH:18]=[CH:17][C:14]([C:15]#[N:16])=[CH:13][CH:12]=2)[CH:9]=1)[CH3:2].N1C=CC=CC=1.[C:36]1(B(O)O)[CH:41]=[CH:40][CH:39]=[CH:38][CH:37]=1.B(O)O>C(Cl)Cl.CCOC(C)=O.CC([O-])=O.CC([O-])=O.[Cu+2]>[CH2:1]([O:3][C:4]1[CH:5]=[C:6]([O:26][CH:27]([CH3:28])[CH3:29])[C:7]([F:25])=[C:8]([N:10]([CH2:19][C:20]2[CH:24]=[CH:23][N:22]([C:36]3[CH:41]=[CH:40][CH:39]=[CH:38][CH:37]=3)[N:21]=2)[C:11]2[CH:12]=[CH:13][C:14]([C:15]#[N:16])=[CH:17][CH:18]=2)[CH:9]=1)[CH3:2] |f:6.7.8|. Procedure details: To a mixture of Intermediate 183.1 (39.5 mg, 0.100 mmol) and 3A molecular sieves (30 mg) in 1 mL CH2Cl2 at rt, was added TEA (0.028 mL, 0.20 mmol), pyridine (16 mg, 0.20 mmol) and phenylboronic acid (24.4 mg, 0.20 mmol). The mixture was stirred until the boronic acid dissolved, then Cu(OAc)2 (27.3 mg, 0.150 mmol) was added. The mixture was stirred for 5.5 h, then was diluted with EtOAc. The organic phase was washed with 0.5N HCl, H2O, sat. NaHCO3 and brine, dried (Na2SO4) and concentrated. The c... Yields the product C(CCCCC)NC1=C(C=CC=C1)OC (N-n-hexyl-2-methoxyaniline). The reagents and catalysts are CC(=O)[O-].CC(=O)[O-].[Pd+2] (Pd(OAc)2). Reported procedure: According to the general procedure B, 2-Chloroanisole (72 mg, 0.51 mmol) reacted with n-hexylamine (80 μl, 0.60 mmol) using 1 mol % of Pd(OAc)2, 2 mol % of Ph5FcP(t-Bu)2, and sodium tert-butoxide (58 mg, 0.60 mmol) in toluene at 100° C. to give the title compound (102 mg, 97%) as a colorless oil: 1H-NMR (400 MHz, CDCl3): δ 6.93 (t, 1H, J=8.0 Hz, aryl coupling J=0.9 Hz), 6.82 (d, 1H, J=8.0 Hz), 6.66-6.73 (m, 2H), 4.30 (bs, 1H), 3.89 (s, 3H), 3.17 (t, 2H, J=7.2 Hz), 1.71 (m, 2H), 1.51-1.34 (m, 6H)... Starting materials: ClC1=C(C=CC=C1)OC (2-Chloroanisole), CC(C)([O-])C.[Na+] (sodium tert-butoxide), C(CCCCC)N (n-hexylamine), Ph5FcP(t-Bu)2. Reaction SMILES: Cl[C:2]1[CH:7]=[CH:6][CH:5]=[CH:4][C:3]=1[O:8][CH3:9].[CH2:10]([NH2:16])[CH2:11][CH2:12][CH2:13][CH2:14][CH3:15].CC(C)([O-])C.[Na+]>C1(C)C=CC=CC=1.CC([O-])=O.CC([O-])=O.[Pd+2]>[CH2:10]([NH:16][C:2]1[CH:7]=[CH:6][CH:5]=[CH:4][C:3]=1[O:8][CH3:9])[CH2:11][CH2:12][CH2:13][CH2:14][CH3:15] |f:2.3,5.6.7|. The solvent is C1(=CC=CC=C1)C (toluene). Isolated yield 96.5%. Reaction SMILES: [CH:28]1([CH2:31][C:32](=[O:33])[OH:34])[CH2:29][CH2:30]1.[ClH:1].[ClH:2].[ClH:3].[O:4]1[CH2:5][CH2:6][c:7]2[c:8]([N:13]3[CH2:14][CH2:15][N:16]([CH2:19][CH2:20][CH:21]4[CH2:22][CH2:23][CH:24]([NH2:27])[CH2:25][CH2:26]4)[CH2:17][CH2:18]3)[n:9][cH:10][cH:11][c:12]21>>[O:4]1[CH2:5][CH2:6][c:7]2[c:8]([N:13]3[CH2:14][CH2:15][N:16]([CH2:19][CH2:20][CH:21]4[CH2:22][CH2:23][CH:24]([NH:27][C:32]([CH2:31][CH:28]5[CH2:29][CH2:30]5)=[O:33])[CH2:25][CH2:26]4)[CH2:17][CH2:18]3)[n:9][cH:10][cH:11][c:12]21. Starting materials: O=C(O)CC1CC1, Cl, Cl, Cl, NC1CCC(CCN2CCN(c3nccc4c3CCO4)CC2)CC1. Product: O=C(CC1CC1)NC1CCC(CCN2CCN(c3nccc4c3CCO4)CC2)CC1.